This data is from the Open Reaction Database (ORD), a public repository of structured organic reaction records. The task is: describe an organic reaction: reactants, conditions, products, and yield Product: BrC1=CCC(O1)=NN1C(NCC1)=O (1-(5-bromofurylideneamino)-2-oxo-imidazolidine). Starting materials: BrC=1OC(=CC1)C=O (2-bromofuran-5-aldehyde), [OH-].[Na+] (sodium hydroxide), C1CCOC1 (THF), Cl.NN1C(NCC1)=O (1-amino-2-oxo-imidazolidine hydrochloride). Procedure details: 33.5 pts. by wt. of 2-bromofuran-5-aldehyde, dissolved in 100 pts. by vol. of THF, are added to a solution of 1-amino-2-oxo-imidazolidine hydrochloride in 350 pts. by vol. of water, which has been adjusted to pH 5 with sodium hydroxide solution, and the mixture is stirred overnight. The precipitate is filtered off, washed with water and recrystallised from methanol. 30.0 pts. by wt. of 1-(5-bromofurylideneamino)-2-oxo-imidazolidine of dec. pt. 153°-158° C. are obtained. Run in O (water). Conditions: time 8 hour. As a reaction SMILES: [Br:1][C:2]1[O:3][C:4](C=O)=[CH:5][CH:6]=1.C1COCC1.Cl.[NH2:15][N:16]1[CH2:20][CH2:19][NH:18][C:17]1=[O:21].[OH-].[Na+]>O>[Br:1][C:2]1[O:3][C:4](=[N:15][N:16]2[CH2:20][CH2:19][NH:18][C:17]2=[O:21])[CH2:5][CH:6]=1 |f:2.3,4.5|. Starting materials: CCOC(=O)C(C)Oc1cccnc1, Cl, [Li+], C1COCCO1, [OH-], O. The product is CC(Oc1cccnc1)C(=O)O. Reaction SMILES: [CH2:1]([CH3:2])[O:3][C:4]([CH:5]([CH3:6])[O:7][c:8]1[cH:9][n:10][cH:11][cH:12][cH:13]1)=[O:14].[ClH:17].[Li+:15].[O:18]1[CH2:19][CH2:20][O:21][CH2:22][CH2:23]1.[OH-:16].[OH2:24]>>[O:3]=[C:4]([CH:5]([CH3:6])[O:7][c:8]1[cH:9][n:10][cH:11][cH:12][cH:13]1)[OH:14].